This data is from the Open Reaction Database (ORD), a public repository of structured organic reaction records. The task is: describe an organic reaction: reactants, conditions, products, and yield Starting materials: OCCN1N=C2C(CCCC=3C2=NC(=NC3)SC)=C1C(=O)OCC (ethyl 2-(2-hydroxyethyl)-9-(methylsulfanyl)-2,4,5,6-tetrahydropyrazolo[4′,3′:6,7]cyclohepta[1,2-d]pyrimidine-3-carboxylate), C1(=CC=C(C=C1)S(=O)(=O)O)C (p-toluensulfonic acid). The solvent is C1CCOC1 (THF). Reaction conditions: temperature 60 celsius, time 4 hour. The product is CSC=1N=CC=2CCCC=3C(=NN4C3C(OCC4)=O)C2N1 (2-(methylsulfanyl)-6,7,10,11-tetrahydropyrimido[5″,4″:6′,7′]cyclohepta[1′,2′:3,4]pyrazolo[5,1-c][1,4]oxazin-8(5H)-one). Yield: 49.6%. Reaction SMILES: [OH:1][CH2:2][CH2:3][N:4]1[C:19]([C:20](OCC)=[O:21])=[C:7]2[CH2:8][CH2:9][CH2:10][C:11]3[C:12](=[N:13][C:14]([S:17][CH3:18])=[N:15][CH:16]=3)[C:6]2=[N:5]1.C1(C)C=CC(S(O)(=O)=O)=CC=1>C1COCC1>[CH3:18][S:17][C:14]1[N:15]=[CH:16][C:11]2[CH2:10][CH2:9][CH2:8][C:7]3[C:6]([C:12]=2[N:13]=1)=[N:5][N:4]1[CH2:3][CH2:2][O:1][C:20](=[O:21])[C:19]=31. Procedure: To a solution of ethyl 2-(2-hydroxyethyl)-9-(methylsulfanyl)-2,4,5,6-tetrahydropyrazolo[4′,3′:6,7]cyclohepta[1,2-d]pyrimidine-3-carboxylate 34.8 mg (0.1 mmol) in THF (3 ml) was added p-toluensulfonic acid 1.9 mg (0.01 mmol). The mixture was stirred at 60° C. for 4 hours. Upon completion, the volatiles were removed in vacuo, the residue was purified by flash chromatography eluting with EtOAc/hexane 5/5 to afford 15 mg of the title compound (50% yield).